This data is from the Open Reaction Database (ORD), a public repository of structured organic reaction records. The task is: describe an organic reaction: reactants, conditions, products, and yield Starting materials: C(C)OC([C@@H](NC(C1=CC=C(C=C1)N(CC)CC1=C(C2=C(N=C(N=C2N)N)N=C1)C)=O)CCC(=O)OCC)=O (4-[[(2,4-Diamino-5-methylpyrido[2,3-d]pyrimidin-6-yl)methyl]ethylamino]benzoyl-L-glutamic Acid Diethyl Ester), ( 39.2 ), ( 40.8 ), ( 36.0 ), ( 29.0 ), [OH-].[Na+] (NaOH), COC([C@@H](NC(C1=CC=C(C=C1)N(C)CC1=C(C2=C(N=C(N=C2N)N)N=C1)C)=O)CCC(=O)OC)=O (N-[4-[[(2,4-Diamino-5-methylpyrido[2,3-d]pyrimidin-6-yl)methyl]methylamino]benzoyl]-L-glutamic Acid Dimethyl Ester), Cl (HCl), ( 30.2 ). Yields the product NC=1N=C(C2=C(N1)N=CC(=C2C)CN(C2=CC=C(C(=O)N[C@@H](CCC(=O)O)C(=O)O)C=C2)CC)N (4-[[(2,4-Diamino-5-methylpyrido[2,3-d]pyrimidin-6-yl)methyl]ethylamino]benzoyl-L-glutamic acid). Yield: 97.0%. RXN SMILES: C([O:3][C:4](=[O:39])[C@H:5]([CH2:32][CH2:33][C:34]([O:36]CC)=[O:35])[NH:6][C:7](=[O:31])[C:8]1[CH:13]=[CH:12][C:11]([N:14]([CH2:17][C:18]2[CH:29]=[N:28][C:21]3[N:22]=[C:23]([NH2:27])[N:24]=[C:25]([NH2:26])[C:20]=3[C:19]=2[CH3:30])[CH2:15][CH3:16])=[CH:10][CH:9]=1)C.COC(=O)[C@H](CCC(OC)=O)NC(=O)C1C=CC(N(CC2C=NC3N=C(N)N=C(N)C=3C=2C)C)=CC=1.Cl.[OH-].[Na+]>>[NH2:27][C:23]1[N:24]=[C:25]([NH2:26])[C:20]2[C:19]([CH3:30])=[C:18]([CH2:17][N:14]([CH2:15][CH3:16])[C:11]3[CH:12]=[CH:13][C:8]([C:7]([NH:6][C@H:5]([C:4]([OH:39])=[O:3])[CH2:32][CH2:33][C:34]([OH:36])=[O:35])=[O:31])=[CH:9][CH:10]=3)[CH:29]=[N:28][C:21]=2[N:22]=1 |f:3.4|. Procedure: N-[4-[[(2,4-Diamino-5-methylpyrido[2,3-d]pyrimidin-6-yl)methyl]ethylamino]benzoyl-L-glutamic acid (21, 5-Methyl-5-deaza-10-ethylaminopterin) was prepared by saponification of 19 as described for the conversion of 18 to 20; yield 97% (56 mg from 60 mg, 0.109 mmol), of 19·0.6H2O, homogeneous by HPLC. Spectral data: mass, m/e 482 (M+1)+ ; UV, 0.1N HCl, 228 (40.8), 313 (17.1; pH 7, 227 (39.2), 308 (30.2); 0.1N NaOH, 228 (36.0), 308 (29.0).